describe an organic reaction: reactants, conditions, products, and yield From a dataset of the Open Reaction Database (ORD), a public repository of structured organic reaction records. Reactants: CO, CCOC(=O)C1CCN(CCOc2ccc(C=CC(=O)NC3CCC(C)CC3)cc2OC)CC1, Cl, [K+], [OH-]. Reaction SMILES: [CH3:38][OH:39].[CH3:3][CH:4]1[CH2:5][CH2:6][CH:7]([NH:10][C:11]([CH:12]=[CH:13][c:14]2[cH:15][c:16]([O:34][CH3:35])[c:17]([O:20][CH2:21][CH2:22][N:23]3[CH2:24][CH2:25][CH:26]([C:29](=[O:30])[O:31][CH2:32][CH3:33])[CH2:27][CH2:28]3)[cH:18][cH:19]2)=[O:36])[CH2:8][CH2:9]1.[ClH:37].[K+:2].[OH-:1]>>[CH3:3][CH:4]1[CH2:5][CH2:6][CH:7]([NH:10][C:11]([CH:12]=[CH:13][c:14]2[cH:15][c:16]([O:34][CH3:35])[c:17]([O:20][CH2:21][CH2:22][N:23]3[CH2:24][CH2:25][CH:26]([C:29](=[O:30])[OH:31])[CH2:27][CH2:28]3)[cH:18][cH:19]2)=[O:36])[CH2:8][CH2:9]1. Yields the product COc1cc(C=CC(=O)NC2CCC(C)CC2)ccc1OCCN1CCC(C(=O)O)CC1. Reactants: Cc1ccccc1, ClP(Cl)(Cl)(Cl)Cl, O=C(O)Cc1cscc1Nc1c(Cl)cccc1Cl. The product is O=C1Cc2cscc2N1c1c(Cl)cccc1Cl. RXN SMILES: [CH3:25][c:26]1[cH:27][cH:28][cH:29][cH:30][cH:31]1.[Cl:19][P:20]([Cl:21])([Cl:22])([Cl:23])[Cl:24].[Cl:1][c:2]1[c:3]([NH:4][c:5]2[c:6]([CH2:10][C:11](=[O:12])[OH:13])[cH:7][s:8][cH:9]2)[c:14]([Cl:18])[cH:15][cH:16][cH:17]1>>[Cl:1][c:2]1[c:3]([N:4]2[c:5]3[c:6]([cH:7][s:8][cH:9]3)[CH2:10][C:11]2=[O:12])[c:14]([Cl:18])[cH:15][cH:16][cH:17]1. Reactants: [N-]=[N+]=[N-].[Na+] (Sodium azide), COC1=C(C=C(C=C1)OC)N=C=S (2,5-dimethoxyphenylisothiocyanate), COC1=C(C=C(C=C1)OC)N=C=S (2,5-dimethoxyphenylisothiocyanate). Solvent: O (water). Conditions: time 30 minute. The product is COC1=C(C=C(C=C1)OC)N1N=NN=C1S (1-(2,5-dimethoxyphenyl)-5-mercaptotetrazole). As a reaction SMILES: [N-:1]=[N+:2]=[N-:3].[Na+].[CH3:5][O:6][C:7]1[CH:12]=[CH:11][C:10]([O:13][CH3:14])=[CH:9][C:8]=1[N:15]=[C:16]=[S:17]>O>[CH3:5][O:6][C:7]1[CH:12]=[CH:11][C:10]([O:13][CH3:14])=[CH:9][C:8]=1[N:15]1[C:16]([SH:17])=[N:3][N:2]=[N:1]1 |f:0.1|. Procedure: Sodium azide was dissolved in water in an amount corresponding to 1.1 equivalent to 2,5-dimethoxyphenylisothiocyanate, and cooled. Thereto, 2,5-dimethoxyphenylisothiocyanate was slowly added. After the conclusion of the addition, the mixture was stirred at a room temperature for 30 minutes and then, it was refluxed for 4 hours as heat was applied thereto. At the conclusion of the reaction, the reaction mixture was cooled and neutralized to produce crystals of 1-(2,5-dimethoxyphenyl)-5-mercaptote... Starting materials: C[C@]12CC[C@@H]([C@@]([C@@H]1CC[C@@]3([C@@H]2CC=C4[C@]3(CC([C@@]5(C4CC(CC5)(C)C)C(=O)O[C@H]6[C@@H]([C@H]([C@@H]([C@H](O6)CO)O)O[C@H]7[C@@H]([C@H]([C@@H]([C@H](O7)CO)O)O[C@H]8[C@@H]([C@H]([C@@H]([C@H](O8)CO)O)O[C@H]9[C@@H]([C@H]([C@@H]([C@H](O9)CO)O)O[C@H]1[C@@H]([C@H]([C@@H]([C@H](O1)CO)O)O)O)O)O)O)O)O)C)C)(C)C=O)O[C@H]1[C@@H]([C@H]([C@@H]([C@H](O1)CO)O)O[C@H]1[C@@H]([C@H]([C@@H]([C@H](O1)CO)O)O[C@H]1[C@@H]([C@H]([C@@H]([C@H](O1)CO)O)O)O)O)O (Quil A), CC(C)CCC[C@@H](C)[C@H]1CC[C@H]2[C@@H]3CC=C4C[C@@H](O)CC[C@]4(C)[C@H]3CC[C@]12C (cholesterol). Run in O (water). Yields the product C[C@]12CC[C@@H]([C@@]([C@@H]1CC[C@@]3([C@@H]2CC=C4[C@]3(CC([C@@]5(C4CC(CC5)(C)C)C(=O)O[C@H]6[C@@H]([C@H]([C@@H]([C@H](O6)CO)O)O[C@H]7[C@@H]([C@H]([C@@H]([C@H](O7)CO)O)O[C@H]8[C@@H]([C@H]([C@@H]([C@H](O8)CO)O)O[C@H]9[C@@H]([C@H]([C@@H]([C@H](O9)CO)O)O[C@H]1[C@@H]([C@H]([C@@H]([C@H](O1)CO)O)O)O)O)O)O)O)O)C)C)(C)C=O)O[C@H]1[C@@H]([C@H]([C@@H]([C@H](O1)CO)O)O[C@H]1[C@@H]([C@H]([C@@H]([C@H](O1)CO)O)O[C@H]1[C@@H]([C@H]([C@@H]([C@H](O1)CO)O)O)O)O)O.CC(C)CCC[C@@H](C)[C@H]1CC[C@H]2[C@@H]3CC=C4C[C@@H](O)CC[C@]4(C)[C@H]3CC[C@]12C (Quil A Cholesterol). Reaction SMILES: [CH3:1][C@@:2]12[C@H:11]3[CH2:12][CH:13]=[C:14]4[CH:19]5[CH2:20][C:21]([CH3:25])([CH3:24])[CH2:22][CH2:23][C@:18]5([C:26]([O:28][C@@H:29]5[O:34][C@H:33]([CH2:35][OH:36])[C@@H:32]([OH:37])[C@H:31]([O:38][C@@H:39]6[O:44][C@H:43]([CH2:45][OH:46])[C@@H:42]([OH:47])[C@H:41]([O:48][C@@H:49]7[O:54][C@H:53]([CH2:55][OH:56])[C@@H:52]([OH:57])[C@H:51]([O:58][C@@H:59]8[O:64][C@H:63]([CH2:65][OH:66])[C@@H:62]([OH:67])[C@H:61]([O:68][C@@H:69]9[O:74][C@H:73]([CH2:75][OH:76])[C@@H:72]([OH:77])[C@H:71]([OH:78])[C@H:70]9[OH:79])[C@H:60]8[OH:80])[C@H:50]7[OH:81])[C@H:40]6[OH:82])[C@H:30]5[OH:83])=[O:27])[CH:17]([OH:84])[CH2:16][C@@:15]4([CH3:85])[C@:10]3([CH3:86])[CH2:9][CH2:8][C@H:7]1[C@@:6]([CH:88]=[O:89])([CH3:87])[C@@H:5]([O:90][C@@H:91]1[O:96][C@H:95]([CH2:97][OH:98])[C@@H:94]([OH:99])[C@H:93]([O:100][C@@H:101]3[O:106][C@H:105]([CH2:107][OH:108])[C@@H:104]([OH:109])[C@H:103]([O:110][C@@H:111]4[O:116][C@H:115]([CH2:117][OH:118])[C@@H:114]([OH:119])[C@H:113]([OH:120])[C@H:112]4[OH:121])[C@H:102]3[OH:122])[C@H:92]1[OH:123])[CH2:4][CH2:3]2.[CH3:124][CH:125]([CH2:127][CH2:128][CH2:129][C@H:130]([C@@H:132]1[C@:150]2([CH3:151])[C@H:135]([C@H:136]3[C@H:147]([CH2:148][CH2:149]2)[C@:145]2([CH3:146])[C:139]([CH2:140][C@H:141]([CH2:143][CH2:144]2)[OH:142])=[CH:138][CH2:137]3)[CH2:134][CH2:133]1)[CH3:131])[CH3:126]>O>[CH3:1][C@@:2]12[C@H:11]3[CH2:12][CH:13]=[C:14]4[CH:19]5[CH2:20][C:21]([CH3:24])([CH3:25])[CH2:22][CH2:23][C@:18]5([C:26]([O:28][C@@H:29]5[O:34][C@H:33]([CH2:35][OH:36])[C@@H:32]([OH:37])[C@H:31]([O:38][C@@H:39]6[O:44][C@H:43]([CH2:45][OH:46])[C@@H:42]([OH:47])[C@H:41]([O:48][C@@H:49]7[O:54][C@H:53]([CH2:55][OH:56])[C@@H:52]([OH:57])[C@H:51]([O:58][C@@H:59]8[O:64][C@H:63]([CH2:65][OH:66])[C@@H:62]([OH:67])[C@H:61]([O:68][C@@H:69]9[O:74][C@H:73]([CH2:75][OH:76])[C@@H:72]([OH:77])[C@H:71]([OH:78])[C@H:70]9[OH:79])[C@H:60]8[OH:80])[C@H:50]7[OH:81])[C@H:40]6[OH:82])[C@H:30]5[OH:83])=[O:27])[CH:17]([OH:84])[CH2:16][C@@:15]4([CH3:85])[C@:10]3([CH3:86])[CH2:9][CH2:8][C@H:7]1[C@@:6]([CH:88]=[O:89])([CH3:87])[C@@H:5]([O:90][C@@H:91]1[O:96][C@H:95]([CH2:97][OH:98])[C@@H:94]([OH:99])[C@H:93]([O:100][C@@H:101]3[O:106][C@H:105]([CH2:107][OH:108])[C@@H:104]([OH:109])[C@H:103]([O:110][C@@H:111]4[O:116][C@H:115]([CH2:117][OH:118])[C@@H:114]([OH:119])[C@H:113]([OH:120])[C@H:112]4[OH:121])[C@H:102]3[OH:122])[C@H:92]1[OH:123])[CH2:4][CH2:3]2.[CH3:126][CH:125]([CH2:127][CH2:128][CH2:129][C@H:130]([C@@H:132]1[C@:150]2([CH3:151])[C@H:135]([C@H:136]3[C@H:147]([CH2:148][CH2:149]2)[C@:145]2([CH3:146])[C:139]([CH2:140][C@H:141]([CH2:143][CH2:144]2)[OH:142])=[CH:138][CH2:137]3)[CH2:134][CH2:133]1)[CH3:131])[CH3:124] |f:3.4|. Procedure: Range of Quil A and Cholesterol concentrations in the various formulations was as low as 1/1 ug/ml of Quil A to cholesterol to as high as 1000/1000 ug/mL. To prepare a Quil A/Cholesterol stock solution of 50/50 μg/mL, the Quil A stock solution was diluted with water to a concentration of 50 μg/mL. While stirring this solution, the cholesterol stock solution was slowly added to a final concentration of 50 μg/mL. Starting materials: BrB(Br)Br, CCOC(C)=O, COc1ccc(N(C)c2nc(Cl)nc3ccccc23)cc1, ClCCl. The product is CN(c1ccc(O)cc1)c1nc(Cl)nc2ccccc12. RXN SMILES: [B:22]([Br:23])([Br:24])[Br:25].[CH3:29][CH2:30][O:31][C:32](=[O:33])[CH3:34].[Cl:1][c:2]1[n:3][c:4]2[cH:5][cH:6][cH:7][cH:8][c:9]2[c:10]([N:12]([CH3:13])[c:14]2[cH:15][cH:16][c:17]([O:20][CH3:21])[cH:18][cH:19]2)[n:11]1.[Cl:26][CH2:27][Cl:28]>>[Cl:1][c:2]1[n:3][c:4]2[cH:5][cH:6][cH:7][cH:8][c:9]2[c:10]([N:12]([CH3:13])[c:14]2[cH:15][cH:16][c:17]([OH:20])[cH:18][cH:19]2)[n:11]1. Reactants: B, C1CCOC1, COC(=O)c1c(-c2ccccc2)c2cc(C(=O)O)ccc2c(=O)n1Cc1ccccc1, Cl, O. Reaction SMILES: [BH3:32].[CH2:35]1[O:36][CH2:37][CH2:38][CH2:39]1.[CH3:1][O:2][C:3](=[O:4])[c:5]1[n:6]([CH2:25][c:26]2[cH:27][cH:28][cH:29][cH:30][cH:31]2)[c:7](=[O:24])[c:8]2[cH:9][cH:10][c:11]([C:21](=[O:22])[OH:23])[cH:12][c:13]2[c:14]1-[c:15]1[cH:16][cH:17][cH:18][cH:19][cH:20]1.[ClH:34].[OH2:33]>>[CH3:1][O:2][C:3](=[O:4])[c:5]1[n:6]([CH2:25][c:26]2[cH:27][cH:28][cH:29][cH:30][cH:31]2)[c:7](=[O:24])[c:8]2[cH:9][cH:10][c:11]([CH2:21][OH:22])[cH:12][c:13]2[c:14]1-[c:15]1[cH:16][cH:17][cH:18][cH:19][cH:20]1. The product is COC(=O)c1c(-c2ccccc2)c2cc(CO)ccc2c(=O)n1Cc1ccccc1. Reactants: CC(C)(C)OC(=O)N1Cc2cc3c(cc2CC1C(=O)O)OCC(c1cccc(OCc2ccc(Cl)c(Cl)c2)c1)O3, COC(=O)C(N)Cc1ccc(Oc2ccnc(C)c2C)cc1, CCN=C=NCCCN(C)C, CCN(C(C)C)C(C)C, ClCCl, Cl, Cl, On1nnc2ccccc21. Yields the product COC(=O)C(Cc1ccc(Oc2ccnc(C)c2C)cc1)NC(=O)C1Cc2cc3c(cc2CN1C(=O)OC(C)(C)C)OC(c1cccc(OCc2ccc(Cl)c(Cl)c2)c1)CO3. RXN SMILES: [C:1]([CH3:2])([CH3:3])([CH3:4])[O:5][C:6](=[O:7])[N:8]1[CH2:9][c:10]2[cH:11][c:12]3[c:13]([cH:14][c:15]2[CH2:16][CH:17]1[C:18](=[O:19])[OH:20])[O:21][CH2:22][CH:23]([c:25]1[cH:26][c:27]([O:31][CH2:32][c:33]2[cH:34][c:35]([Cl:40])[c:36]([Cl:39])[cH:37][cH:38]2)[cH:28][cH:29][cH:30]1)[O:24]3.[CH3:53][O:54][C:55]([CH:56]([CH2:57][c:58]1[cH:59][cH:60][c:61]([O:64][c:65]2[c:66]([CH3:72])[c:67]([CH3:71])[n:68][cH:69][cH:70]2)[cH:62][cH:63]1)[NH2:73])=[O:74].[CH3:87][CH2:88][N:89]=[C:90]=[N:91][CH2:92][CH2:93][CH2:94][N:95]([CH3:96])[CH3:97].[CH:75]([N:76]([CH2:77][CH3:78])[CH:79]([CH3:80])[CH3:81])([CH3:82])[CH3:83].[Cl:84][CH2:85][Cl:86].[ClH:51].[ClH:52].[OH:41][n:42]1[c:43]2[c:44]([cH:45][cH:46][cH:47][cH:48]2)[n:49][n:50]1>>[C:1]([CH3:2])([CH3:3])([CH3:4])[O:5][C:6](=[O:7])[N:8]1[CH2:9][c:10]2[cH:11][c:12]3[c:13]([cH:14][c:15]2[CH2:16][CH:17]1[C:18](=[O:19])[NH:73][CH:56]([C:55]([O:54][CH3:53])=[O:74])[CH2:57][c:58]1[cH:59][cH:60][c:61]([O:64][c:65]2[c:66]([CH3:72])[c:67]([CH3:71])[n:68][cH:69][cH:70]2)[cH:62][cH:63]1)[O:21][CH2:22][CH:23]([c:25]1[cH:26][c:27]([O:31][CH2:32][c:33]2[cH:34][c:35]([Cl:40])[c:36]([Cl:39])[cH:37][cH:38]2)[cH:28][cH:29][cH:30]1)[O:24]3.